From a dataset of the Open Reaction Database (ORD), a public repository of structured organic reaction records. describe an organic reaction: reactants, conditions, products, and yield Reactants: ClC=1C=CC(=NC1)NC(=O)C1=NC=CC=C1NC(C1=C(C=C(C=C1)C1(OCCO1)C)OCOC)=O (N-(5-Chloropyridin-2-yl)-3-[4-(2-methyl-1,3-dioxolan-2-yl)-2-(methoxymethoxy)benzoylamino]pyridine-2-carboxamide), C(=O)(C(F)(F)F)O (TFA). Solvent: O (water). The product is C(C)(=O)C1=CC(=C(C(=O)NC=2C(=NC=CC2)C(=O)NC2=NC=C(C=C2)Cl)C=C1)O (3-[4-Acetyl-2-hydroxybenzoylamino]-N-(5-chloropyridin-2-yl)pyridine-2-carboxamide). Yield: 18.6%. As a reaction SMILES: [Cl:1][C:2]1[CH:3]=[CH:4][C:5]([NH:8][C:9]([C:11]2[C:16]([NH:17][C:18](=[O:35])[C:19]3[CH:24]=[CH:23][C:22]([C:25]4([CH3:30])OCC[O:26]4)=[CH:21][C:20]=3[O:31]COC)=[CH:15][CH:14]=[CH:13][N:12]=2)=[O:10])=[N:6][CH:7]=1.C(O)(C(F)(F)F)=O>O>[C:25]([C:22]1[CH:23]=[CH:24][C:19]([C:18]([NH:17][C:16]2[C:11]([C:9]([NH:8][C:5]3[CH:4]=[CH:3][C:2]([Cl:1])=[CH:7][N:6]=3)=[O:10])=[N:12][CH:13]=[CH:14][CH:15]=2)=[O:35])=[C:20]([OH:31])[CH:21]=1)(=[O:26])[CH3:30]. Reported procedure: N-(5-Chloropyridin-2-yl)-3-[4-(2-methyl-1,3-dioxolan-2-yl)-2-(methoxymethoxy)benzoylamino]pyridine-2-carboxamide (3.10 g) is treated with a solution of TFA (20 mL) and water (20 mL) for 2 h before the solution is evaporated. The residue is slurried with ethyl acetate to provide a solid which is collected and washed. The solid is dispersed in ethyl acetate and extracted with a mixture of aqueous potassium carbonate and 1 N NaOH. The resulting organic phase is washed with very dilute HCl, dried an... Procedure details: 2-Mercaptoacetamide (18.79 g) was stirred in a mixture of dry 1,4-dioxan (200 ml) and dry pyridine (33.5 ml)) whilst methyl 2-chloroacrylate (24.88 g) was added dropwise over 15 minutes. The mixture was stirred for 1 hour then stood overnight. The resultant mixture contained the title compound. The reactants are resultant mixture, SCC(=O)N (2-Mercaptoacetamide), O1CCOCC1 (1,4-dioxan), ClC(C(=O)OC)=C (methyl 2-chloroacrylate). Run in N1=CC=CC=C1 (pyridine). Product: ClC(CSCC(=O)N)C(=O)OC (5-Chloro-5-methoxycarbonyl-3-thiapentanamide). RXN SMILES: [SH:1][CH2:2][C:3]([NH2:5])=[O:4].O1CCOCC1.[Cl:12][C:13](=[CH2:18])[C:14]([O:16][CH3:17])=[O:15]>N1C=CC=CC=1>[Cl:12][CH:13]([C:14]([O:16][CH3:17])=[O:15])[CH2:18][S:1][CH2:2][C:3]([NH2:5])=[O:4]. Reaction conditions: time 1 hour. The reactants are Cc1cc(-c2ccc(Cl)nn2)sn1, NN, O. The product is Cc1cc(-c2ccc(NN)nn2)sn1. RXN SMILES: [Cl:1][c:2]1[n:3][n:4][c:5](-[c:8]2[cH:9][c:10]([CH3:13])[n:11][s:12]2)[cH:6][cH:7]1.[NH2:14][NH2:15].[OH2:16]>>[c:2]1([NH:14][NH2:15])[n:3][n:4][c:5](-[c:8]2[cH:9][c:10]([CH3:13])[n:11][s:12]2)[cH:6][cH:7]1. Starting materials: COC=1C=C(C=CC1OC)CC(=O)O (3,4-dimethoxyphenyl acetic acid), C=O (paraformaldehyde), Cl (HCl). The solvent is CC(=O)O (AcOH). Reaction conditions: temperature 120 celsius. Product: COC=1C=C2CC(OCC2=CC1OC)=O (6,7-dimethoxyisochroman-3-one). Reaction SMILES: [CH3:1][O:2][C:3]1[CH:4]=[C:5]([CH2:11][C:12]([OH:14])=[O:13])[CH:6]=[CH:7][C:8]=1[O:9][CH3:10].[CH2:15]=O.Cl>CC(O)=O>[CH3:1][O:2][C:3]1[CH:4]=[C:5]2[C:6](=[CH:7][C:8]=1[O:9][CH3:10])[CH2:15][O:13][C:12](=[O:14])[CH2:11]2. Procedure details: Heat at 120° C. for 1 hour a mixture of 19.6 g (100 mmol) of 3,4-dimethoxyphenyl acetic acid (VII), 7.4 g (246 mmol) of paraformaldehyde and 20 ml of concentrated HCl in 100 ml of AcOH. Evaporate to dryness. Add 100 ml of H2O, and extract three times with 200 ml of CH2Cl2. Wash the organic phases with 50 ml of 0.5 N NaHCO3 and dry on Na2SO4. Evaporate to dryness. Allow to crystallize for 2 hours in 50 ml of Et2O. The reactants are CO, [Cl-], [Fe], O=[N+]([O-])c1ccc(-c2nc3ccncc3o2)s1, [NH4+], O. The product is Nc1ccc(-c2nc3ccncc3o2)s1. RXN SMILES: [CH3:22][OH:23].[Cl-:18].[Fe:21].[N+:1]([O-:2])(=[O:3])[c:4]1[cH:5][cH:6][c:7](-[c:9]2[o:10][c:11]3[cH:12][n:13][cH:14][cH:15][c:16]3[n:17]2)[s:8]1.[NH4+:19].[OH2:20]>>[NH2:1][c:4]1[cH:5][cH:6][c:7](-[c:9]2[o:10][c:11]3[cH:12][n:13][cH:14][cH:15][c:16]3[n:17]2)[s:8]1. Product: NC=1N=C(C=C2C3CCCN(CC12)C3)C3=C(C=CC=C3OCC3=CC=CC=C3)O (2-(6-amino-5,9-diazatricyclo[7.3.1.02,7]trideca-2,4,6-trien-4-yl)-3-(benzyloxy)phenol). Reported procedure: To a cold (0° C.) solution of 2-amino-6-[2-(benzyloxy)-6-hydroxyphenyl]-4-(3-piperidinyl)nicotinaldehyde hydrochloride (0.100 g, 0.227 mmol) in methanol was added NaBH3CN (0.040 mL, 0.682 mmol) under an argon atmosphere. The mixture was stirred at room temperature for 12 hrs and concentrated under reduced pressure. The residue was extracted with ethyl acetate and water. The separated organic phase was washed with saturated aqueous NaHCO3 solution and brine, dried over Na2SO4, filtered and concen... The solvent is CO (methanol). The reactants are Cl.NC1=C(C=O)C(=CC(=N1)C1=C(C=CC=C1O)OCC1=CC=CC=C1)C1CNCCC1 (2-amino-6-[2-(benzyloxy)-6-hydroxyphenyl]-4-(3-piperidinyl)nicotinaldehyde hydrochloride), [BH3-]C#N.[Na+] (NaBH3CN). Reaction SMILES: Cl.[NH2:2][C:3]1[N:10]=[C:9]([C:11]2[C:16]([OH:17])=[CH:15][CH:14]=[CH:13][C:12]=2[O:18][CH2:19][C:20]2[CH:25]=[CH:24][CH:23]=[CH:22][CH:21]=2)[CH:8]=[C:7]([CH:26]2[CH2:31][CH2:30][CH2:29][NH:28][CH2:27]2)[C:4]=1[CH:5]=O.[BH3-]C#N.[Na+]>CO>[NH2:2][C:3]1[N:10]=[C:9]([C:11]2[C:12]([O:18][CH2:19][C:20]3[CH:21]=[CH:22][CH:23]=[CH:24][CH:25]=3)=[CH:13][CH:14]=[CH:15][C:16]=2[OH:17])[CH:8]=[C:7]2[C:4]=1[CH2:5][N:28]1[CH2:27][CH:26]2[CH2:31][CH2:30][CH2:29]1 |f:0.1,2.3|. Conditions: time 12 hour. The reactants are O=C(c1ccccc1)c1cn2cc(Br)ccc2n1, Cc1ccccc1, CC#N, [Na+], [Na+], O=C([O-])[O-], OB(O)c1ccccc1, c1ccc(P(c2ccccc2)(c2ccccc2)[Pd](P(c2ccccc2)(c2ccccc2)c2ccccc2)(P(c2ccccc2)(c2ccccc2)c2ccccc2)P(c2ccccc2)(c2ccccc2)c2ccccc2)cc1. Yields the product O=C(c1ccccc1)c1cn2cc(-c3ccccc3)ccc2n1. As a reaction SMILES: [Br:1][c:2]1[cH:3][cH:4][c:5]2[n:6]([cH:7]1)[cH:8][c:9]([C:11](=[O:12])[c:13]1[cH:14][cH:15][cH:16][cH:17][cH:18]1)[n:10]2.[CH3:114][c:115]1[cH:116][cH:117][cH:118][cH:119][cH:120]1.[CH3:34][C:35]#[N:36].[Na+:28].[Na+:29].[O-:30][C:31](=[O:32])[O-:33].[OH:19][B:20]([OH:21])[c:22]1[cH:23][cH:24][cH:25][cH:26][cH:27]1.[cH:37]1[cH:38][cH:39][c:40]([P:41]([Pd:42]([P:43]([c:44]2[cH:45][cH:46][cH:47][cH:48][cH:49]2)([c:50]2[cH:51][cH:52][cH:53][cH:54][cH:55]2)[c:56]2[cH:57][cH:58][cH:59][cH:60][cH:61]2)([P:62]([c:63]2[cH:64][cH:65][cH:66][cH:67][cH:68]2)([c:69]2[cH:70][cH:71][cH:72][cH:73][cH:74]2)[c:75]2[cH:76][cH:77][cH:78][cH:79][cH:80]2)[P:81]([c:82]2[cH:83][cH:84][cH:85][cH:86][cH:87]2)([c:88]2[cH:89][cH:90][cH:91][cH:92][cH:93]2)[c:94]2[cH:95][cH:96][cH:97][cH:98][cH:99]2)([c:100]2[cH:101][cH:102][cH:103][cH:104][cH:105]2)[c:106]2[cH:107][cH:108][cH:109][cH:110][cH:111]2)[cH:112][cH:113]1>>[c:2]1(-[c:22]2[cH:23][cH:24][cH:25][cH:26][cH:27]2)[cH:3][cH:4][c:5]2[n:6]([cH:7]1)[cH:8][c:9]([C:11](=[O:12])[c:13]1[cH:14][cH:15][cH:16][cH:17][cH:18]1)[n:10]2.